From a dataset of the Open Reaction Database (ORD), a public repository of structured organic reaction records. describe an organic reaction: reactants, conditions, products, and yield The reactants are C(CCC)OC1=NC(=C2N=C(N(C2=N1)CC1=CC(=CC=C1)C(=O)OCCOCC1=CC=CC=C1)O)N (2-Butoxy-8-hydroxy-9-{3-(2-benzyloxyethoxycarbonyl)benzyl}adenine), Cl (hydrochloric acid), C1CCOC1 (THF). The reagents and catalysts are [Pd] (Pd/C). Solvent: CO (methanol). Reaction conditions: time 60 hour. Yields the product C(CCC)OC1=NC(=C2N=C(N(C2=N1)CC1=CC(=CC=C1)C(=O)OCCO)O)N (2-Butoxy-8-hydroxy-9-{3-(2-hydroxyethoxycarbonyl)benzyl}adenine). Isolated yield 33.3%. RXN SMILES: [CH2:1]([O:5][C:6]1[N:14]=[C:13]2[C:9]([N:10]=[C:11]([OH:35])[N:12]2[CH2:15][C:16]2[CH:21]=[CH:20][CH:19]=[C:18]([C:22]([O:24][CH2:25][CH2:26][O:27]CC3C=CC=CC=3)=[O:23])[CH:17]=2)=[C:8]([NH2:36])[N:7]=1)[CH2:2][CH2:3][CH3:4].Cl.C1COCC1>[Pd].CO>[CH2:1]([O:5][C:6]1[N:14]=[C:13]2[C:9]([N:10]=[C:11]([OH:35])[N:12]2[CH2:15][C:16]2[CH:21]=[CH:20][CH:19]=[C:18]([C:22]([O:24][CH2:25][CH2:26][OH:27])=[O:23])[CH:17]=2)=[C:8]([NH2:36])[N:7]=1)[CH2:2][CH2:3][CH3:4]. Reported procedure: 2-Butoxy-8-hydroxy-9-{3-(2-benzyloxyethoxycarbonyl)benzyl}adenine (0.03 g, 0.06 mmol) obtained by Example 5, 5% Pd/C (60 mg) and concentrated hydrochloric acid (0.1 ml) were added to a mixed solvent of THF (30 ml) and methanol (30 ml), and the mixture was stirred under hydrogen atmosphere at room temperature for 60 hours. The reaction mixture was filtered, neutralized with saturated sodium hydrogencarbonate solution and extracted with dichloromethane. The organic layer was dried over anhydrous m... Starting materials: C(C)C1=CC=C(CSC=2C=C(C(N(C2)COC)=O)OCOC)C=C1 (5-[(4-ethylbenzyl)sulfanyl]-3-(methoxymethoxy)-1-(methoxymethyl)pyridin-2(1H)-one), C(C)C1=CC=C(CSC=2C=C(C(N(C2)COC)=O)OCOC)C=C1 (5-[(4-ethylbenzyl)sulfanyl]-3-(methoxymethoxy)-1-(methoxymethyl)pyridin-2(1H)-one), ClCC=1C=NC(=CC1)OC (3-chloromethyl-6-methoxypyridine). Product: COCOC=1C(N(C=C(C1)SCC=1C=NC(=CC1)OC)COC)=O (3-(Methoxymethoxy)-1-(methoxymethyl)-5-{[(6-methoxypyridin-3-yl)methyl]sulfanyl}pyridin-2(1H)-one). RXN SMILES: C(C1C=CC(C[S:8][C:9]2[CH:10]=[C:11]([O:19][CH2:20][O:21][CH3:22])[C:12](=[O:18])[N:13]([CH2:15][O:16][CH3:17])[CH:14]=2)=CC=1)C.Cl[CH2:26][C:27]1[CH:28]=[N:29][C:30]([O:33][CH3:34])=[CH:31][CH:32]=1>>[CH3:22][O:21][CH2:20][O:19][C:11]1[C:12](=[O:18])[N:13]([CH2:15][O:16][CH3:17])[CH:14]=[C:9]([S:8][CH2:26][C:27]2[CH:28]=[N:29][C:30]([O:33][CH3:34])=[CH:31][CH:32]=2)[CH:10]=1. Procedure details: Prepared as described for 5-[(4-ethylbenzyl)sulfanyl]-3-(methoxymethoxy)-1-(methoxymethyl)pyridin-2(1H)-one (Intermediate 17) but using 3-chloromethyl-6-methoxypyridine instead of 1-(chloromethyl)-4-ethylbenzene. Starting materials: IC1=CC=C2C(C(NC2=C1)=O)=O (6-iodo-1H-indole-2,3-dione), O (water). The reagents and catalysts are [O-2].[O-2].[O-2].[Cr+6] (chromium trioxide). The solvent is C(C)(=O)O (acetic acid), C(C)(=O)OC(C)=O (acetic anhydride). Run at temperature 80 celsius. The product is IC1=CC2=C(C(OC(N2)=O)=O)C=C1 (7-Iodo-2H-3,1-benzoxazine-2,4(1H)-dione). The yield is 81.8%. RXN SMILES: [I:1][C:2]1[CH:10]=[C:9]2[C:5]([C:6](=[O:12])[C:7](=[O:11])[NH:8]2)=[CH:4][CH:3]=1.[OH2:13]>C(O)(=O)C.C(OC(=O)C)(=O)C.[O-2].[O-2].[O-2].[Cr+6]>[I:1][C:2]1[CH:3]=[CH:4][C:5]2[C:6](=[O:12])[O:11][C:7](=[O:13])[NH:8][C:9]=2[CH:10]=1 |f:4.5.6.7|. Procedure details: To a stirred warm (80° C.) solution of 6-iodo-1H-indole-2,3-dione (3.0 g, 11 mM) in acetic acid (10 mL) and acetic anhydride (10 mL) was added in small portions chromium trioxide (1.83 g, 18.3 mM) while maintaining the temperature of the reaction mixture at 80°-90° C. The reaction mixture was then heated at 80° C. for 10 min, cooled and poured into water. The resulting mixture was filtered and the collected solids dried to provide the title compound as a yellow solid (2.6 g, 81.8%); MS(CI): 290 ... The reactants are [N+](=O)([O-])C=1C=C(N)C=CC1 (3-nitroaniline), C(C)(=O)OC(C)=O (acetic anhydride). The product is CC(=O)NC1=CC(=CC=C1)[N+](=O)[O-] (3-Nitroacetanilide). Yield: 89.4%. RXN SMILES: [N+:1]([C:4]1[CH:5]=[C:6]([CH:8]=[CH:9][CH:10]=1)[NH2:7])([O-:3])=[O:2].[C:11](OC(=O)C)(=[O:13])[CH3:12]>>[CH3:12][C:11]([NH:7][C:6]1[CH:8]=[CH:9][CH:10]=[C:4]([N+:1]([O-:3])=[O:2])[CH:5]=1)=[O:13]. Reported procedure: To 10 g (72 mmol) of 3-nitroaniline, 10 ml (106 mmol) of acetic anhydride were added, followed by stirring. White crystals were precipitated with exotherm. After stirring for 10 minutes, ice water was poured into the reaction mixture. The crystals were dissolved in chloroform, followed by washing successively with 1N hydrochloric acid, a saturated aqueous solution of sodium hydrogencarbonate and saturated saline. The organic layer was dried over anhydrous magnesium sulfate and then the solvent w... Starting materials: O=C(OO)c1cccc(Cl)c1, Cc1cnc(C)c(Cl)c1, ClCCl. Yields the product Cc1cc(Cl)c(C)[n+]([O-])c1. RXN SMILES: [Cl:10][c:11]1[cH:12][cH:13][cH:14][c:15]([C:16]([O:17][OH:19])=[O:18])[cH:20]1.[Cl:1][c:2]1[c:3]([CH3:9])[n:4][cH:5][c:6]([CH3:8])[cH:7]1.[Cl:21][CH2:22][Cl:23]>>[Cl:1][c:2]1[c:3]([CH3:9])[n+:4]([O-:18])[cH:5][c:6]([CH3:8])[cH:7]1. Starting materials: O=C([O-])[O-], COC(=O)c1ccccc1N, CC(C)=O, O=C(Cl)CCl, [K+], [K+], O, O. Reaction SMILES: [C:12](=[O:13])([O-:14])[O-:15].[C:1]([c:2]1[c:3]([NH2:4])[cH:5][cH:6][cH:7][cH:8]1)(=[O:9])[O:10][CH3:11].[CH3:25][C:26]([CH3:27])=[O:28].[Cl:18][CH2:19][C:20](=[O:21])[Cl:22].[K+:16].[K+:17].[OH2:23].[OH2:24]>>[C:1]([c:2]1[c:3]([NH:4][C:20]([CH2:19][Cl:18])=[O:21])[cH:5][cH:6][cH:7][cH:8]1)(=[O:9])[O:10][CH3:11]. Yields the product COC(=O)c1ccccc1NC(=O)CCl. Reactants: BrB(Br)Br, COc1cc(-c2n[nH]cc2-c2ccnc(Nc3cccc(S(N)(=O)=O)c3)n2)ccc1Cl, ClCCl. The product is NS(=O)(=O)c1cccc(Nc2nccc(-c3c[nH]nc3-c3ccc(Cl)c(O)c3)n2)c1. Reaction SMILES: [B:32]([Br:33])([Br:34])[Br:35].[Cl:1][c:2]1[c:3]([O:30][CH3:31])[cH:4][c:5](-[c:8]2[n:9][nH:10][cH:11][c:12]2-[c:13]2[n:14][c:15]([NH:19][c:20]3[cH:21][c:22]([S:26](=[O:27])(=[O:28])[NH2:29])[cH:23][cH:24][cH:25]3)[n:16][cH:17][cH:18]2)[cH:6][cH:7]1.[Cl:36][CH2:37][Cl:38]>>[Cl:1][c:2]1[c:3]([OH:30])[cH:4][c:5](-[c:8]2[n:9][nH:10][cH:11][c:12]2-[c:13]2[n:14][c:15]([NH:19][c:20]3[cH:21][c:22]([S:26](=[O:27])(=[O:28])[NH2:29])[cH:23][cH:24][cH:25]3)[n:16][cH:17][cH:18]2)[cH:6][cH:7]1.